This data is from the Open Reaction Database (ORD), a public repository of structured organic reaction records. The task is: describe an organic reaction: reactants, conditions, products, and yield The reactants are [OH-].[Na+] (NaOH), OO (hydrogenperoxide), C(C)P(O)(=O)CCCO (ethyl-3-hydroxypropylphosphinic acid), C (charcoal), Bi, [OH-].[Na+] (NaOH). Solvent: O (water). Run at temperature 70 celsius. Yields the product [Na+].C(C)P(=O)(CCC(=O)[O-])O (3-(ethylhydroxyphosphinyl)propionic acid sodium salt). The yield is 93.0%. RXN SMILES: [CH2:1]([P:3]([CH2:6][CH2:7][CH2:8][OH:9])(=[O:5])[OH:4])[CH3:2].[OH-:10].[Na+:11].C.OO>O>[Na+:11].[CH2:1]([P:3]([OH:4])([CH2:6][CH2:7][C:8]([O-:10])=[O:9])=[O:5])[CH3:2] |f:1.2,6.7|. Reported procedure: 15.2 g (0.1 mol) of ethyl-3-hydroxypropylphosphinic acid (produced as in Example 5) are dissolved in 150 ml of water and adjusted to pH 9 with 2N NaOH solution. Then, 0.45 g of charcoal with 5% Ft and 1% Bi is added, the suspension is heated to 70° C. and 30% strength hydrogenperoxide solution is passed into the suspension at a flow rate of 1 mol equivalent per hour while the pH of the suspension is maintained at pH=9 by adding 2N NaOH solution. After the reaction is ended, the reaction solution... The reactants are FC1=CC=C(C=C1)[C@]1(CCN(C(O1)=O)[C@@H](C)C1=CC=C(C=C1)B1OC(C(O1)(C)C)(C)C)CC(C)(C)O ((S)-6-(4-fluorophenyl)-6-(2-hydroxy-2-methylpropyl)-3-((S)-1-(4-(4,4,5,5-tetramethyl-1,3,2-dioxaborolan-2-yl)phenyl)ethyl)-1,3-oxazinan-2-one), BrC1=CC(=NC(=C1)C)C (4-bromo-2,6-dimethylpyridine). The product is CC1=NC(=CC(=C1)C1=CC=C(C=C1)[C@H](C)N1C(O[C@@](CC1)(CC(C)(C)O)C1=CC=C(C=C1)F)=O)C ((S)-3-((S)-1-(4-(2,6-dimethylpyridin-4-yl)phenyl)ethyl)-6-(4-fluorophenyl)-6-(2-hydroxy-2-methylpropyl)-1,3-oxazinan-2-one). RXN SMILES: [F:1][C:2]1[CH:7]=[CH:6][C:5]([C@:8]2([CH2:32][C:33]([OH:36])([CH3:35])[CH3:34])[O:13][C:12](=[O:14])[N:11]([C@H:15]([C:17]3[CH:22]=[CH:21][C:20](B4OC(C)(C)C(C)(C)O4)=[CH:19][CH:18]=3)[CH3:16])[CH2:10][CH2:9]2)=[CH:4][CH:3]=1.Br[C:38]1[CH:43]=[C:42]([CH3:44])[N:41]=[C:40]([CH3:45])[CH:39]=1>>[CH3:45][C:40]1[CH:39]=[C:38]([C:20]2[CH:21]=[CH:22][C:17]([C@@H:15]([N:11]3[CH2:10][CH2:9][C@@:8]([C:5]4[CH:6]=[CH:7][C:2]([F:1])=[CH:3][CH:4]=4)([CH2:32][C:33]([OH:36])([CH3:34])[CH3:35])[O:13][C:12]3=[O:14])[CH3:16])=[CH:18][CH:19]=2)[CH:43]=[C:42]([CH3:44])[N:41]=1. Procedure: The title compound was prepared (S)-6-(4-fluorophenyl)-6-(2-hydroxy-2-methylpropyl)-3-((S)-1-(4-(4,4,5,5-tetramethyl-1,3,2-dioxaborolan-2-yl)phenyl)ethyl)-1,3-oxazinan-2-one and 4-bromo-2,6-dimethylpyridine following a procedure analogous to that described in Example 1 Step 2. LC-MS Method 2 tR=1.001, m/z=477.1; 1H NMR (CDCl3) 1.05-1.23 (d, 6H), 1.49 (d, 3H), 2.10-2.23 (m, 4H), 2.31-2.42 (m, 1H), 2.56 (s, 6H), 2.89 (m, 1H), 5.67 (m, 1H), 6.92-7.07 (m, 4H), 7.08 (s, 2H), 7.22 (m, 2H), 7.33 (d, 2H... Run at time 3 hour. Yields the product IC1=CC=C(C=C1)CC#N (4-iodophenylacetonitrile). RXN SMILES: [C-:1]#[N:2].[Na+].[I:4][C:5]1[CH:12]=[CH:11][C:8]([CH2:9]Br)=[CH:7][CH:6]=1>CS(C)=O.O>[I:4][C:5]1[CH:12]=[CH:11][C:8]([CH2:9][C:1]#[N:2])=[CH:7][CH:6]=1 |f:0.1|. Procedure: A mixture of 4.36 g (20.0 mmol) of p-iodotoluene (purchased from Tokyo Kasei), 3.92 g (22.0 mmol) of N-bromosuccinimide (purchased from Tokyo Kasei) and 60 ml of carbon tetrachloride (purchased from Wako Junyaku Kogyo) was refluxed under irradiation by an incandescent lamp for 4 hours to give 2.67 g (yield: 45.0%) of 4-iodobenzyl bromide (as a white crystalline). Subsequently, to a solution of 0.49 g (10.0 mmol) of sodium cyanide (purchased from Kokusan Kagaku) in 10 ml of dimethyl sulfoxide (pu... Run in CS(=O)C (dimethyl sulfoxide), O (water). The yield is 69.1%. Reactants: [C-]#N.[Na+] (sodium cyanide), IC1=CC=C(CBr)C=C1 (4-iodobenzyl bromide). Reactants: [BH3-]C#N, CC(=O)O, CO, O=Cc1ccc(Cl)cc1Cl, Nc1ccc(C(O)(C(F)(F)F)C(F)(F)F)cc1, [Na+]. Product: OC(c1ccc(NCc2ccc(Cl)cc2Cl)cc1)(C(F)(F)F)C(F)(F)F. RXN SMILES: [C:32]([BH3-:33])#[N:34].[CH3:28][C:29](=[O:30])[OH:31].[CH3:36][OH:37].[Cl:18][c:19]1[c:20]([CH:21]=[O:22])[cH:23][cH:24][c:25]([Cl:27])[cH:26]1.[NH2:1][c:2]1[cH:3][cH:4][c:5]([C:8]([C:9]([F:10])([F:11])[F:12])([C:13]([F:14])([F:15])[F:16])[OH:17])[cH:6][cH:7]1.[Na+:35]>>[NH:1]([c:2]1[cH:3][cH:4][c:5]([C:8]([C:9]([F:10])([F:11])[F:12])([C:13]([F:14])([F:15])[F:16])[OH:17])[cH:6][cH:7]1)[CH2:21][c:20]1[c:19]([Cl:18])[cH:26][c:25]([Cl:27])[cH:24][cH:23]1. Starting materials: CN(C)C=O, Cc1cc(C(=O)NC(CCNS(=O)(=O)CCCCl)c2nc3cc(Cl)ccc3[nH]2)ccc1C(=O)N1CCCC1, [H-], [Na+], O. The product is Cc1cc(C(=O)NC(CCN2CCCS2(=O)=O)c2nc3cc(Cl)ccc3[nH]2)ccc1C(=O)N1CCCC1. RXN SMILES: [CH3:42][N:43]([CH3:44])[CH:45]=[O:46].[Cl:1][c:2]1[cH:3][c:4]2[c:5]([nH:6][c:7]([CH:9]([CH2:10][CH2:11][NH:12][S:13](=[O:14])(=[O:15])[CH2:16][CH2:17][CH2:18][Cl:19])[NH:20][C:21]([c:22]3[cH:23][c:24]([CH3:35])[c:25]([C:28](=[O:29])[N:30]4[CH2:31][CH2:32][CH2:33][CH2:34]4)[cH:26][cH:27]3)=[O:36])[n:8]2)[cH:37][cH:38]1.[H-:39].[Na+:40].[OH2:41]>>[Cl:1][c:2]1[cH:3][c:4]2[c:5]([nH:6][c:7]([CH:9]([CH2:10][CH2:11][N:12]3[S:13](=[O:14])(=[O:15])[CH2:16][CH2:17][CH2:18]3)[NH:20][C:21]([c:22]3[cH:23][c:24]([CH3:35])[c:25]([C:28](=[O:29])[N:30]4[CH2:31][CH2:32][CH2:33][CH2:34]4)[cH:26][cH:27]3)=[O:36])[n:8]2)[cH:37][cH:38]1. The reactants are N([C@@H](CCCCNC(=O)OC(C)(C)C)C(=O)N[C@@H](CCC(OCC1=CC=CC=C1)=O)C(=O)O)C(=O)OCC1C2=CC=CC=C2C2=CC=CC=C12 (Fmoc-L-Lys(Boc)-L-Glu(OBzl)-OH). Solvent: N1CCCCC1 (piperidine), O1CCOCC1 (dioxane). Run at time 1 hour. Yields the product N[C@@H](CCCCNC(=O)OC(C)(C)C)C(=O)N[C@@H](CCC(OCC1=CC=CC=C1)=O)C(=O)O (H-L-Lys(Boc)-L-Glu(OBzl)-OH). As a reaction SMILES: [NH:1](C(OCC1C2C(=CC=CC=2)C2C1=CC=CC=2)=O)[C@H:2]([C:15]([NH:17][C@H:18]([C:31]([OH:33])=[O:32])[CH2:19][CH2:20][C:21](=[O:30])[O:22][CH2:23][C:24]1[CH:29]=[CH:28][CH:27]=[CH:26][CH:25]=1)=[O:16])[CH2:3][CH2:4][CH2:5][CH2:6][NH:7][C:8]([O:10][C:11]([CH3:14])([CH3:13])[CH3:12])=[O:9]>N1CCCCC1.O1CCOCC1>[NH2:1][C@H:2]([C:15]([NH:17][C@H:18]([C:31]([OH:33])=[O:32])[CH2:19][CH2:20][C:21](=[O:30])[O:22][CH2:23][C:24]1[CH:25]=[CH:26][CH:27]=[CH:28][CH:29]=1)=[O:16])[CH2:3][CH2:4][CH2:5][CH2:6][NH:7][C:8]([O:10][C:11]([CH3:12])([CH3:13])[CH3:14])=[O:9]. Procedure: Fmoc-L-Lys(Boc)-L-Glu(OBzl)-OH (69.0 g, 0.1 mol) was dissolved in 300 ml of 20% piperidine in dioxane and stirred for 1 hour at room temperature. The solvent was evaporated in vacuum and residual oil was dissolved in 0.1% AcOH. The precipitate was filtered off and washed with 0.1% AcOH and water to neutral pH. The yield was 43.7 (94%). Rf=0.5 (CHCl3:MeOH: 32% AcOH=5:3:1). As a reaction SMILES: [C:34]([O:35][CH2:36][CH3:37])(=[O:38])[CH3:39].[CH3:27][c:28]1[cH:29][cH:30][cH:31][cH:32][cH:33]1.[CH3:40][CH2:41][CH2:42][CH2:43][CH2:44][CH3:45].[Cl:1][c:2]1[c:3]([O:4][c:5]2[c:6]([Cl:16])[c:7]([CH3:15])[c:8]([N+:12]([O-:13])=[O:14])[cH:9][c:10]2[CH3:11])[cH:17][cH:18][c:19](-[c:21]2[cH:22][cH:23][cH:24][cH:25][cH:26]2)[cH:20]1>>[Cl:1][c:2]1[c:3]([O:4][c:5]2[c:6]([Cl:16])[c:7]([CH3:15])[c:8]([NH2:12])[cH:9][c:10]2[CH3:11])[cH:17][cH:18][c:19](-[c:21]2[cH:22][cH:23][cH:24][cH:25][cH:26]2)[cH:20]1. The reactants are CCOC(C)=O, Cc1ccccc1, CCCCCC, Cc1cc([N+](=O)[O-])c(C)c(Cl)c1Oc1ccc(-c2ccccc2)cc1Cl. Yields the product Cc1cc(N)c(C)c(Cl)c1Oc1ccc(-c2ccccc2)cc1Cl. The reactants are P(Cl)(Cl)(Cl)(Cl)Cl (Phosphorus pentachloride), C(C)C1=C(C=CC=C1)NC(C)=O (N-(2-ethylphenyl)acetamide). Run in C1=CC=CC=C1 (benzene). Yields the product ClC(C)=NC1=C(C=CC=C1)CC (N-(1-chloroethylidene)-2-ethylbenzenamine). Yield: 83.7%. Reaction SMILES: P(Cl)(Cl)(Cl)(Cl)[Cl:2].[CH2:7]([C:9]1[CH:14]=[CH:13][CH:12]=[CH:11][C:10]=1[NH:15][C:16](=O)[CH3:17])[CH3:8]>C1C=CC=CC=1>[Cl:2][C:16](=[N:15][C:10]1[CH:11]=[CH:12][CH:13]=[CH:14][C:9]=1[CH2:7][CH3:8])[CH3:17]. Procedure: Phosphorus pentachloride (8.97 g, 43 mmol) was dissolved in 100 mL of benzene. Under a gentle argon purge, N-(2-ethylphenyl)acetamide (Amide I) (6.52 g, 40 mmol) was added slowly with stirring at room temperature. The yellow solution was refluxed for 2 hours. Benzene was removed in vacuo, yielding a brown oil. The oil was distilled under reduced pressure (45-50° C., 0.10 Torr) affording 6.08 g (84%) of a clear oil. 1H NMR (400 MHz, C6D6): 7.07 (t, 2H), 6.99 (t, 1H), 6.80 (d, 1H), 2.50 (q, 2H), 2... Starting materials: CC1CCCNC1, CCCCCC, [Li]CCCC, C1CCOC1, CCOC(=O)c1nc(-c2ccccc2)nc2ccccc12. Yields the product CC1CCCN(C(=O)c2nc(-c3ccccc3)nc3ccccc23)C1. As a reaction SMILES: [CH3:22][CH:23]1[CH2:24][NH:25][CH2:26][CH2:27][CH2:28]1.[CH3:34][CH2:35][CH2:36][CH2:37][CH2:38][CH3:39].[Li:29][CH2:30][CH2:31][CH2:32][CH3:33].[O:40]1[CH2:41][CH2:42][CH2:43][CH2:44]1.[c:1]1(-[c:7]2[n:8][c:9]3[cH:10][cH:11][cH:12][cH:13][c:14]3[c:15]([C:17]([O:19][CH2:18][CH3:20])=[O:21])[n:16]2)[cH:2][cH:3][cH:4][cH:5][cH:6]1>>[c:1]1(-[c:7]2[n:8][c:9]3[cH:10][cH:11][cH:12][cH:13][c:14]3[c:15]([C:17](=[O:19])[N:25]3[CH2:24][CH:23]([CH3:22])[CH2:28][CH2:27][CH2:26]3)[n:16]2)[cH:2][cH:3][cH:4][cH:5][cH:6]1.